Dataset: the Open Reaction Database (ORD), a public repository of structured organic reaction records. Task: describe an organic reaction: reactants, conditions, products, and yield Reactants: CC1=C(C=NC(=C1)C)CNC1=C2N=CNC2=NC(=N1)F ((4, 6-dimethyl-pyridin-3-ylmethyl)-(2-fluoro-9H-purin-6-yl)-amine), C(=O)([O-])[O-].[K+].[K+] (K2CO3), C(Cl)(Cl)Cl (CHCl3), BrC(C)C (2-bromopropane). The solvent is CN(C)C=O (DMF), CO (MeOH). Conditions: time 24 hour. Yields the product CC1=C(C=NC(=C1)C)CNC1=C2N=CN(C2=NC(=N1)F)C(C)C ((4,6-Dimethylpyridin-3-ylmethyl)-(2-fluoro-9-isopropyl 9H-purin-6-yl)-amine). RXN SMILES: [CH3:1][C:2]1[CH:7]=[C:6]([CH3:8])[N:5]=[CH:4][C:3]=1[CH2:9][NH:10][C:11]1[N:19]=[C:18]([F:20])[N:17]=[C:16]2[C:12]=1[N:13]=[CH:14][NH:15]2.C([O-])([O-])=O.[K+].[K+].Br[CH:28]([CH3:30])[CH3:29].C(Cl)(Cl)Cl>CN(C=O)C.CO>[CH3:1][C:2]1[CH:7]=[C:6]([CH3:8])[N:5]=[CH:4][C:3]=1[CH2:9][NH:10][C:11]1[N:19]=[C:18]([F:20])[N:17]=[C:16]2[C:12]=1[N:13]=[CH:14][N:15]2[CH:28]([CH3:30])[CH3:29] |f:1.2.3|. Reported procedure: To a stirred solution of (4, 6-dimethyl-pyridin-3-ylmethyl)-(2-fluoro-9H-purin-6-yl)-amine (0.6 g, 1.9 mmol) in DMF (10 ml) under an argon atmosphere, at RT, was added K2CO3 (powdered, anhydrous, 1.77 g, 5 eq, 13 mmol) followed by 2-bromopropane (1.8 ml, 10 eq, 19 mmol). The reaction mixture was stirred at RT for 24 h, when TLC (CHCl3: MeOH; 90:10) indicated that the reaction had gone to completion. The solvent was evaporated in vacuo and the residue partitioned between water (50 ml) and ethyl a... The reactants are [H-].[Na+] (sodium hydride), ClC(=O)OCC (ethyl chloroformate), ClC1=CC2=C([C@@H](CN(CC2)C)C2=CC=CC=C2)C=C1O ((S)-7-chloro-8-hydroxy-3-methyl-1-phenyl-2,3,4,5-tetrahydro-1H-3-benzazepine). Solvent: C(OC)COC (dimethoxyethane), C(OC)COC (dimethoxyethane). The product is Cl.ClC1=CC2=C([C@@H](CN(CC2)C)C2=CC=CC=C2)C=C1OC(=O)OCC ((S)-7-chloro-8-ethoxycarbonyloxy-3-methyl-1-phenyl-2,3,4,5-tetrahydro-1H-3-benzazepine hydrochloride). RXN SMILES: [H-].[Na+].[Cl:3][C:4]1[C:21]([OH:22])=[CH:20][C:7]2[C@H:8]([C:14]3[CH:19]=[CH:18][CH:17]=[CH:16][CH:15]=3)[CH2:9][N:10]([CH3:13])[CH2:11][CH2:12][C:6]=2[CH:5]=1.Cl[C:24]([O:26][CH2:27][CH3:28])=[O:25]>C(COC)OC>[ClH:3].[Cl:3][C:4]1[C:21]([O:22][C:24]([O:26][CH2:27][CH3:28])=[O:25])=[CH:20][C:7]2[C@H:8]([C:14]3[CH:19]=[CH:18][CH:17]=[CH:16][CH:15]=3)[CH2:9][N:10]([CH3:13])[CH2:11][CH2:12][C:6]=2[CH:5]=1 |f:0.1,5.6|. Procedure: Add 430 mg (0.01 moles) of sodium hydride (50% in minerl oil) in small portions, to a stirred suspension of 2.88 g (0.01 moles) of (S)-7-chloro-8-hydroxy-3-methyl-1-phenyl-2,3,4,5-tetrahydro-1H-3-benzazepine (obtained in step E of Example 1) in 60 ml of dry dimethoxyethane and stir until the evolution of gas ceases. Add dropwise a solution of 1.08 g (0.01 moles) of ethyl chloroformate in 10 ml of dimethoxyethane with stirring and then stir the reaction mixture at room temperature for 16 hours. E... Reactants: Cc1cc(C(=O)NC2CCCCC2)n(-c2ccc(OC3CCN(C(=O)OC(C)(C)C)CC3)cc2)n1, ClCCl, O=C(O)C(F)(F)F. Yields the product Cc1cc(C(=O)NC2CCCCC2)n(-c2ccc(OC3CCNCC3)cc2)n1. RXN SMILES: [C:1]([O:2][C:3](=[O:4])[N:8]1[CH2:9][CH2:10][CH:11]([O:14][c:15]2[cH:16][cH:17][c:18](-[n:21]3[n:22][c:23]([CH3:35])[cH:24][c:25]3[C:26]([NH:27][CH:28]3[CH2:29][CH2:30][CH2:31][CH2:32][CH2:33]3)=[O:34])[cH:19][cH:20]2)[CH2:12][CH2:13]1)([CH3:5])([CH3:6])[CH3:7].[CH2:43]([Cl:44])[Cl:45].[OH:36][C:37]([C:38]([F:39])([F:40])[F:41])=[O:42]>>[NH:8]1[CH2:9][CH2:10][CH:11]([O:14][c:15]2[cH:16][cH:17][c:18](-[n:21]3[n:22][c:23]([CH3:35])[cH:24][c:25]3[C:26]([NH:27][CH:28]3[CH2:29][CH2:30][CH2:31][CH2:32][CH2:33]3)=[O:34])[cH:19][cH:20]2)[CH2:12][CH2:13]1. Reagents/catalysts: C=1C=CC(=CC1)/C=C/C(=O)/C=C/C2=CC=CC=C2.C=1C=CC(=CC1)/C=C/C(=O)/C=C/C2=CC=CC=C2.C=1C=CC(=CC1)/C=C/C(=O)/C=C/C2=CC=CC=C2.[Pd].[Pd] (tris(dibenzylideneacetone)dipalladium(0)). RXN SMILES: Cl[C:2]1[N:11]=[C:10]([N:12]2[CH2:17][CH2:16][O:15][CH2:14][CH2:13]2)[C:9]2[C:4](=[CH:5][C:6]([O:20][CH3:21])=[C:7]([O:18][CH3:19])[CH:8]=2)[N:3]=1.[C:22]([O:26][C:27]([N:29]1[CH2:34][CH2:33][CH:32]([NH2:35])[CH2:31][CH2:30]1)=[O:28])([CH3:25])([CH3:24])[CH3:23].C1(P(C2C=CC=CC=2)C2C=CC3C(=CC=CC=3)C=2C2C3C(=CC=CC=3)C=CC=2P(C2C=CC=CC=2)C2C=CC=CC=2)C=CC=CC=1.O(C(C)(C)C)[K]>C1(C)C=CC=CC=1.C1C=CC(/C=C/C(/C=C/C2C=CC=CC=2)=O)=CC=1.C1C=CC(/C=C/C(/C=C/C2C=CC=CC=2)=O)=CC=1.C1C=CC(/C=C/C(/C=C/C2C=CC=CC=2)=O)=CC=1.[Pd].[Pd]>[C:22]([O:26][C:27]([N:29]1[CH2:34][CH2:33][CH:32]([NH:35][C:2]2[N:11]=[C:10]([N:12]3[CH2:17][CH2:16][O:15][CH2:14][CH2:13]3)[C:9]3[C:4](=[CH:5][C:6]([O:20][CH3:21])=[C:7]([O:18][CH3:19])[CH:8]=3)[N:3]=2)[CH2:31][CH2:30]1)=[O:28])([CH3:25])([CH3:23])[CH3:24] |f:5.6.7.8.9|. Run in C1(=CC=CC=C1)C (toluene). Yield: 52.0%. The reactants are ClC1=NC2=CC(=C(C=C2C(=N1)N1CCOCC1)OC)OC (2-chloro-6,7-dimethoxy-4-morpholin-4-yl-quinazoline), C(C)(C)(C)OC(=O)N1CCC(CC1)N (4-amino-piperidine-1-carboxylic acid tert-butyl ester), C1(=CC=CC=C1)P(C1=C(C2=CC=CC=C2C=C1)C1=C(C=CC2=CC=CC=C12)P(C1=CC=CC=C1)C1=CC=CC=C1)C1=CC=CC=C1 (rac-2,2′-bis(diphenylphosphino)-1,1′-binaphthalene), O([K])C(C)(C)C (KOtert-Bu). Yields the product C(C)(C)(C)OC(=O)N1CCC(CC1)NC1=NC2=CC(=C(C=C2C(=N1)N1CCOCC1)OC)OC (4-(6,7-Dimethoxy-4-morpholin-4-yl-quinazolin-2-ylamino)-piperidine-1-carboxylic acid tert-butyl ester). Reported procedure: A mixture of 2-chloro-6,7-dimethoxy-4-morpholin-4-yl-quinazoline (3.10 g, 10.01 mmol, 1.0 equiv; commercially available from Specs Research Laboratory, The Netherlands), 4-amino-piperidine-1-carboxylic acid tert-butyl ester (2.00 g, 10.01 mmol, 1.0 equiv; commercially available), rac-2,2′-bis(diphenylphosphino)-1,1′-binaphthalene (0.25 g, 0.40 mmol, 0.04 equiv), tris(dibenzylideneacetone)dipalladium(0) (0.21 g, 0.20 mmol, 0.02 equiv) and KOtert-Bu (1.35 g, 12.01 mmol, 1.2 equiv) in toluene (10 m... The reactants are BrCCBr (1,2-Dibromoethane), CS(=O)C (dimethyl sulphoxide), [H-].[Na+] (sodium hydride), FC1=CC=C(C=C1)CC(=O)OC(C)C (isopropyl 4-fluorophenylacetate), C(=S)=S (carbon disulphide). Solvent: CCOCC (ether), O (water). Reaction conditions: time 30 minute. Yields the product S1C(SCC1)=C(C(=O)OC(C)C)C1=CC=C(C=C1)F (isopropyl (1,3-dithiolan-2-ylidene)-(4-fluorophenyl)-acetate). Reaction SMILES: [CH3:1][S:2]([CH3:4])=O.[H-].[Na+].[F:7][C:8]1[CH:13]=[CH:12][C:11]([CH2:14][C:15]([O:17][CH:18]([CH3:20])[CH3:19])=[O:16])=[CH:10][CH:9]=1.BrCCBr.[C:25](=S)=[S:26]>O.CCOCC>[S:2]1[CH2:4][CH2:25][S:26][C:1]1=[C:14]([C:11]1[CH:10]=[CH:9][C:8]([F:7])=[CH:13][CH:12]=1)[C:15]([O:17][CH:18]([CH3:20])[CH3:19])=[O:16] |f:1.2|. Reported procedure: Dry dimethyl sulphoxide (180 ml) is added to sodium hydride (9.0 g, 55% dispersion in mineral oil). After 30 minutes, isopropyl 4-fluorophenylacetate (17.7 g) and carbon disulphide (8.2 g) are added. The mixture is stirred for two hours at room temperature. 1,2-Dibromoethane (18.6 g) is then slowly added. The reaction is exothermic and the temperature is maintained below 30°. The mixture is stirred for one hour, and then ether (200 ml) is added. After cooling to 0° water (200 ml) is slowly added... Starting materials: CNCCCC1=CC=CC=C1 (N-methyl-N-(3-phenylpropyl)amine), C(C)N(C(C)C)C(C)C (Ethyldiisopropylamine), C(C)(C)(C)OC(=O)N(C)[C@@H](C(=O)O)CC1=CC2=CC=CC=C2C=C1 ((2R)-2-(N-(tert-Butoxycarbonyl)-N-methylamino)-3-(2-naphthyl)propionic acid), ON1N=NC2=C1N=CC=C2 (1-Hydroxy-7-azabenzotriazole), Cl.CN(CCCN=C=NCC)C (N-(3-Dimethylaminopropyl)-N'-ethylcarbodiimide hydrochloride). Solvent: ClCCl (dichloromethane), C(C)(=O)OCC (ethyl acetate), CN(C=O)C (N,N-dimethylformamide), ClCCl (dichloromethane). Run at temperature 0 celsius, time 15 minute. The product is C(C)(C)(C)OC(N([C@H](CC1=CC2=CC=CC=C2C=C1)C(N(CCCC1=CC=CC=C1)C)=O)C)=O (N-methyl-N-((1R)-1-(N-methyl-N-(3-phenylpropyl)carbamoyl)-2-(2-naphthyl)ethyl)carbamic acid tert-butyl ester). The yield is 46.3%. RXN SMILES: [C:1]([O:5][C:6]([N:8]([C@H:10]([CH2:14][C:15]1[CH:24]=[CH:23][C:22]2[C:17](=[CH:18][CH:19]=[CH:20][CH:21]=2)[CH:16]=1)[C:11](O)=[O:12])[CH3:9])=[O:7])([CH3:4])([CH3:3])[CH3:2].ON1C2N=CC=CC=2N=N1.Cl.CN(C)CCCN=C=NCC.[CH3:47][NH:48][CH2:49][CH2:50][CH2:51][C:52]1[CH:57]=[CH:56][CH:55]=[CH:54][CH:53]=1.C(N(C(C)C)C(C)C)C>CN(C)C=O.ClCCl.C(OCC)(=O)C>[C:1]([O:5][C:6](=[O:7])[N:8]([CH3:9])[C@@H:10]([C:11](=[O:12])[N:48]([CH3:47])[CH2:49][CH2:50][CH2:51][C:52]1[CH:57]=[CH:56][CH:55]=[CH:54][CH:53]=1)[CH2:14][C:15]1[CH:24]=[CH:23][C:22]2[C:17](=[CH:18][CH:19]=[CH:20][CH:21]=2)[CH:16]=1)([CH3:2])([CH3:3])[CH3:4] |f:2.3|. Procedure details: (2R)-2-(N-(tert-Butoxycarbonyl)-N-methylamino)-3-(2-naphthyl)propionic acid (2.21 g, 6.70 mmol) was dissolved in N,N-dimethylformamide (3 ml) and dichloromethane (6 ml). 1-Hydroxy-7-azabenzotriazole (0.91 g, 6.70 mmol) was added. The solution was cooled to 0° C. N-(3-Dimethylaminopropyl)-N'-ethylcarbodiimide hydrochloride (1.28 g, 6.70 mmol) was added. The reaction mixture was stirred for 15 min at 0° C. A solution of N-methyl-N-(3-phenylpropyl)amine (1.0 g, 6.7 mmol) in dichloromethane (3 ml) w... The reactants are COC(C1CCN(CC1)C1=CC=C(C(=O)O)C=C1)OC (4-(4-(dimethoxymethyl)piperidinyl)benzoic acid), Cl.CN(CCCN=C=NCC)C (1-(3-(dimethylamino)propyl)-3-ethylcarbodiimide HCl), C(C)N1CCOCC1 (N-ethyl morpholine), OC1=CC=CC=2NN=NC21 (hydroxybenzotriazole), Cl.C(C)OC([C@@H](N)CC(C)C)=O (L-leucine ethyl ester HCl). Solvent: C1CCOC1 (THF). Yields the product C(C)OC([C@H](CC(C)C)NC(C1=CC=C(C=C1)N1CCC(CC1)C(OC)OC)=O)=O ((2S)-2-{[4-(4-(Dimethoxymethyl)piperidin-1-yl)benzoyl]amino}-4-methylpentanoic Acid Ethyl Ester). The yield is 24.2%. As a reaction SMILES: [CH3:1][O:2][CH:3]([O:19][CH3:20])[CH:4]1[CH2:9][CH2:8][N:7]([C:10]2[CH:18]=[CH:17][C:13]([C:14]([OH:16])=O)=[CH:12][CH:11]=2)[CH2:6][CH2:5]1.Cl.CN(C)CCCN=C=NCC.C(N1CCOCC1)C.OC1C2N=NNC=2C=CC=1.Cl.[CH2:52]([O:54][C:55](=[O:62])[C@H:56]([CH2:58][CH:59]([CH3:61])[CH3:60])[NH2:57])[CH3:53]>C1COCC1>[CH2:52]([O:54][C:55](=[O:62])[C@@H:56]([NH:57][C:14](=[O:16])[C:13]1[CH:12]=[CH:11][C:10]([N:7]2[CH2:6][CH2:5][CH:4]([CH:3]([O:2][CH3:1])[O:19][CH3:20])[CH2:9][CH2:8]2)=[CH:18][CH:17]=1)[CH2:58][CH:59]([CH3:60])[CH3:61])[CH3:53] |f:1.2,5.6|. Procedure details: A solution of 4-(4-(dimethoxymethyl)piperidinyl)benzoic acid (0.450 g, 1.6 mmol), 1-(3-(dimethylamino)propyl)-3-ethylcarbodiimide HCl (0.340 g, 1.77 mmol), N-ethyl morpholine (0.50 mL, 3.9 mmol), hydroxybenzotriazole (0.239 g, 1.77 mmol), and L-leucine ethyl ester HCl (0.322 g, 1.8 mmol) in THF (15 mL) was stirred at ambient temperature overnight. The solvent was evaporated in vacuo and the residue was dissolved in methylene chloride. The organic phase was washed with 1N HCl, 1N NaOH, brine and ... Reactants: Cl, [Hg], CC(=O)c1c(I)cc(I)c(-c2ccc(C(=O)O)c([N+](=O)[O-])c2)c1I, Cc1ccc(-c2c(I)cc(I)cc2I)cc1, [Zn]. The product is CCc1c(I)cc(I)c(-c2ccc(C(=O)O)c([N+](=O)[O-])c2)c1I. RXN SMILES: [ClH:41].[Hg:42].[I:17][c:18]1[c:19](-[c:29]2[cH:30][c:31]([N+:38](=[O:39])[O-:40])[c:32]([C:35](=[O:36])[OH:37])[cH:33][cH:34]2)[c:20]([I:28])[cH:21][c:22]([I:27])[c:23]1[C:24]([CH3:25])=[O:26].[I:1][c:2]1[cH:3][c:4]([I:5])[cH:6][c:7]([I:8])[c:9]1-[c:10]1[cH:11][cH:12][c:13]([CH3:14])[cH:15][cH:16]1.[Zn:43]>>[I:17][c:18]1[c:19](-[c:29]2[cH:30][c:31]([N+:38](=[O:39])[O-:40])[c:32]([C:35](=[O:36])[OH:37])[cH:33][cH:34]2)[c:20]([I:28])[cH:21][c:22]([I:27])[c:23]1[CH2:24][CH3:25].